Dataset: the Open Reaction Database (ORD), a public repository of structured organic reaction records. Task: describe an organic reaction: reactants, conditions, products, and yield Starting materials: Brc1cccc2[nH]ccc12, CCCC[N+](CCCC)(CCCC)CCCC, [Na+], [OH-], O=S(=O)([O-])O, O=S(=O)(Cl)c1cccs1. Yields the product O=S(=O)(c1cccs1)n1ccc2c(Br)cccc21. As a reaction SMILES: [Br:12][c:13]1[c:14]2[cH:15][cH:16][nH:17][c:18]2[cH:19][cH:20][cH:21]1.[CH2:27]([N+:28]([CH2:29][CH2:30][CH2:31][CH3:32])([CH2:33][CH2:34][CH2:35][CH3:36])[CH2:37][CH2:38][CH2:39][CH3:40])[CH2:41][CH2:42][CH3:43].[Na+:2].[OH-:1].[S:22]([O-:23])([OH:24])(=[O:25])=[O:26].[s:3]1[c:4]([S:8](=[O:9])(=[O:10])[Cl:11])[cH:5][cH:6][cH:7]1>>[s:3]1[c:4]([S:8](=[O:9])(=[O:10])[n:17]2[cH:16][cH:15][c:14]3[c:13]([Br:12])[cH:21][cH:20][cH:19][c:18]32)[cH:5][cH:6][cH:7]1. Starting materials: CCOC(=O)C(Nc1ccc(C#N)cc1)c1cc(OCC)cc(OC2CCN(C(=O)OC(C)(C)C)CC2)c1F, O=C([O-])[O-], ClCCl, [Na+], [Na+], O=C(O)C(F)(F)F. Yields the product CCOC(=O)C(Nc1ccc(C#N)cc1)c1cc(OCC)cc(OC2CCNCC2)c1F. As a reaction SMILES: [C:1]([O:2][C:3](=[O:4])[N:8]1[CH2:9][CH2:10][CH:11]([O:14][c:15]2[c:16]([F:39])[c:17]([CH:24]([C:25](=[O:26])[O:27][CH2:28][CH3:29])[NH:30][c:31]3[cH:32][cH:33][c:34]([C:37]#[N:38])[cH:35][cH:36]3)[cH:18][c:19]([O:21][CH2:22][CH3:23])[cH:20]2)[CH2:12][CH2:13]1)([CH3:5])([CH3:6])[CH3:7].[C:47](=[O:48])([O-:49])[O-:50].[Cl:53][CH2:54][Cl:55].[Na+:51].[Na+:52].[OH:40][C:41]([C:42]([F:43])([F:44])[F:45])=[O:46]>>[NH:8]1[CH2:9][CH2:10][CH:11]([O:14][c:15]2[c:16]([F:39])[c:17]([CH:24]([C:25](=[O:26])[O:27][CH2:28][CH3:29])[NH:30][c:31]3[cH:32][cH:33][c:34]([C:37]#[N:38])[cH:35][cH:36]3)[cH:18][c:19]([O:21][CH2:22][CH3:23])[cH:20]2)[CH2:12][CH2:13]1.